From a dataset of the Open Reaction Database (ORD), a public repository of structured organic reaction records. describe an organic reaction: reactants, conditions, products, and yield Starting materials: C(S(=O)(=O)[O-])(F)(F)F.[n+]1(c(cc(cc1C)C)C)F, C1[C@H]([C@H]2[C@@H]([C@@]1(COC(=O)C)O)OC(O2)(C)C)N1C(c2c(C1=O)cccc2)=O. Reagents/catalysts: c1ccc(cc1)-c2c3ccccc3cc4ccccc24 (9-Phenylanthracene). Solvent: C1CCOC1 (THF). Reaction conditions: temperature 25 celsius, time 18 hour. The product is CC(=O)OC[C@@]1(F)C[C@H]([C@@H]2OC(C)(C)O[C@H]12)N3C(=O)c4ccccc4C3=O. Reaction SMILES: Cc1cc(C)[n+]([F:1])c(C)c1.[O-]S(C(F)(F)F)(=O)=O.[CH3:2][C:3]([O:5][CH2:6][C@:7]1([C@H:16]([C@@H:10]2[C@H:9]([N:17]3[C:26](=[O:27])[c:25]([c:20]4[C:18]3=[O:19])[cH:24][cH:23][cH:22][cH:21]4)[CH2:8]1)[O:15][C:12]([CH3:14])([CH3:13])[O:11]2)O)=[O:4]>>[CH3:2][C:3]([O:5][CH2:6][C@@:7]1([C@H:16]([C@@H:10]2[C@H:9]([N:17]3[C:26](=[O:27])[c:25]([c:20]4[C:18]3=[O:19])[cH:24][cH:23][cH:22][cH:21]4)[CH2:8]1)[O:15][C:12]([CH3:14])([CH3:13])[O:11]2)[F:1])=[O:4]. Reactants: BrC1=CC=C2C(NN(C2=C1)C1=CC=CC=C1)=O (6-bromo-1-phenyl-1,2-dihydroindazol-3-one), C([O-])([O-])=O.[K+].[K+] (potassium carbonate), CI (CH3I). The solvent is CN(C=O)C (N,N-dimethylformamide). Reaction conditions: temperature 80 celsius, time 3 hour. Product: BrC1=CC=C2C(=NN(C2=C1)C1=CC=CC=C1)OC (6-bromo-3-methoxy-1-phenyl-1H-indazole). RXN SMILES: [Br:1][C:2]1[CH:10]=[C:9]2[C:5]([C:6](=[O:17])[NH:7][N:8]2[C:11]2[CH:16]=[CH:15][CH:14]=[CH:13][CH:12]=2)=[CH:4][CH:3]=1.[C:18](=O)([O-])[O-].[K+].[K+].CI>CN(C)C=O>[Br:1][C:2]1[CH:10]=[C:9]2[C:5]([C:6]([O:17][CH3:18])=[N:7][N:8]2[C:11]2[CH:16]=[CH:15][CH:14]=[CH:13][CH:12]=2)=[CH:4][CH:3]=1 |f:1.2.3|. Reported procedure: Into a 100-mL 3-necked round-bottom flask purged and maintained with an inert atmosphere of nitrogen, was placed a solution of 6-bromo-1-phenyl-1,2-dihydroindazol-3-one (5 g, 17.30 mmol, 1.00 equiv) in N,N-dimethylformamide (50 mL), potassium carbonate (3.7 g, 34.91 mmol, 2.00 equiv), CH3I (2.7 g, 19.01 mmol, 1.10 equiv). The resulting solution was stirred for 3 h at 80° C. in an oil bath. The reaction was then quenched by the addition of water (100 mL). The resulting solution was extracted with... The reactants are OC1=CC2=C(C(C(O2)=CC2=CC=3OCOC3C=C2)=O)C=C1 (6-hydroxy-2-piperonylidene-3(2H)-benzofuranone), C([O-])([O-])=O.[K+].[K+] (potassium carbonate), CN(C=O)C (dimethylformamide), C(CCCC)I (n-pentyl iodide). The solvent is C(C)(=O)OCC (ethyl acetate). Product: C(CCCC)OC1=CC2=C(C(C(O2)=CC2=CC=3OCOC3C=C2)=O)C=C1 (6-pentyloxy-2-piperonylidene-3(2H)-benzofuranone). As a reaction SMILES: [OH:1][C:2]1[CH:21]=[CH:20][C:5]2[C:6](=[O:19])[C:7](=[CH:9][C:10]3[CH:18]=[CH:17][C:16]4[O:15][CH2:14][O:13][C:12]=4[CH:11]=3)[O:8][C:4]=2[CH:3]=1.C(=O)([O-])[O-].[K+].[K+].CN(C)C=O.[CH2:33](I)[CH2:34][CH2:35][CH2:36][CH3:37]>C(OCC)(=O)C>[CH2:33]([O:1][C:2]1[CH:21]=[CH:20][C:5]2[C:6](=[O:19])[C:7](=[CH:9][C:10]3[CH:18]=[CH:17][C:16]4[O:15][CH2:14][O:13][C:12]=4[CH:11]=3)[O:8][C:4]=2[CH:3]=1)[CH2:34][CH2:35][CH2:36][CH3:37] |f:1.2.3|. Reported procedure: After 6-hydroxy-2-piperonylidene-3(2H)-benzofuranone 1 g and potassium carbonate 1.95 g were added to dimethylformamide 10 ml, n-pentyl iodide 0.79 ml was added, and the mixture was reacted at a temperature of 100° C. for two hours. After the solution was cooled to room temperature, ethyl acetate 200 ml was added. The ethyl acetate solution was washed with water 100 ml twice and a saturated sodium chloride solution 50 ml twice. The ethyl acetate solution was dehydrated with anhydrous magnesium s... Starting materials: ON1N=NC2=C1C=CC=C2 (1-Hydroxybenztriazole), C1(CCCCC1)N=C=NC1CCCCC1 (dicyclohexylcarbodimide), C(C)(C)(C)OC(=O)N[C@@H](CC(N)=O)C(=O)O (N-tert-butoxycarbonyl-L-asparagine), C(C)#N (acetonitrile). Reaction conditions: time 2 hour. Product: C(C)(C)(C)OC(=O)N[C@@H](CC(N)=O)C(=O)N1CCN(CC1)CC1=CC=CC=C1 (1-(N-tert-butoxycarbonyl-L-asparaginyl)-4-benzylpiperazine). RXN SMILES: ON1[C:6]2[CH:7]=[CH:8][CH:9]=[CH:10][C:5]=2N=N1.C1(N=[C:18]=[N:19][CH:20]2[CH2:25]CCCC2)CCCCC1.[C:26]([O:30][C:31]([NH:33][C@H:34]([C:39]([OH:41])=O)[CH2:35][C:36](=[O:38])[NH2:37])=[O:32])([CH3:29])([CH3:28])[CH3:27].[C:42](#[N:44])[CH3:43]>>[C:26]([O:30][C:31]([NH:33][C@H:34]([C:39]([N:44]1[CH2:25][CH2:20][N:19]([CH2:18][C:5]2[CH:10]=[CH:9][CH:8]=[CH:7][CH:6]=2)[CH2:43][CH2:42]1)=[O:41])[CH2:35][C:36](=[O:38])[NH2:37])=[O:32])([CH3:27])([CH3:28])[CH3:29]. Procedure: 1-Hydroxybenztriazole (4.63 g) and dicyclohexylcarbodimide (5.32 g) were added to a solution (200 ml) of N-tert-butoxycarbonyl-L-asparagine (6.0 g) in acetonitrile at room temperature, followed by stirring for 2 hours. Insoluble matters were removed by filtration and to the filtrate was added a solution (200 ml) of 1-benzylpiperazine (4.54 g) in acetonitrile, followed by stirring for 12 hours at room temperature. Insoluble matters were removed by filtration and the filtrate was concentrated and ... Starting materials: CN(C(=O)SC=1NC=C(N1)C1=CC=CC=C1)C (2-(N,N-dimethylcarbamoylthio)-4-phenylimidazole), [H-].[Na+] (sodium hydride), ClC1=NC=C(C=C1)[N+](=O)[O-] (2-chloro-5-nitropyridine). Run in CN(C=O)C (N, N-dimethylformamide). Reaction conditions: time 1 hour. Product: CN(C(=O)SC=1N(C=C(N1)C1=CC=CC=C1)C1=NC=C(C=C1)[N+](=O)[O-])C (2-(N,N-dimethylcarbamoylthio)-1-(5-nitropyridinyl)-4-phenylimidazole). Isolated yield 73.1%. RXN SMILES: [CH3:1][N:2]([CH3:17])[C:3]([S:5][C:6]1[NH:7][CH:8]=[C:9]([C:11]2[CH:16]=[CH:15][CH:14]=[CH:13][CH:12]=2)[N:10]=1)=[O:4].[H-].[Na+].Cl[C:21]1[CH:26]=[CH:25][C:24]([N+:27]([O-:29])=[O:28])=[CH:23][N:22]=1>CN(C)C=O>[CH3:1][N:2]([CH3:17])[C:3]([S:5][C:6]1[N:7]([C:21]2[CH:26]=[CH:25][C:24]([N+:27]([O-:29])=[O:28])=[CH:23][N:22]=2)[CH:8]=[C:9]([C:11]2[CH:16]=[CH:15][CH:14]=[CH:13][CH:12]=2)[N:10]=1)=[O:4] |f:1.2|. Reported procedure: To a solution of 0.25 g (1.0 millimole) of 2-(N,N-dimethylcarbamoylthio)-4-phenylimidazole in 10 ml of N, N-dimethylformamide was added 0.04 g (1.0 millimole) of sodium hydride, and the mixture was stirred at room temperature for 1 hour. Then, 0.16 g (1.0 millimole) of 2-chloro-5-nitropyridine was added to the mixture, and the mixture was stirred at room temperature for 3 hours. The mixture was concentrated under reduced pressure and washed with water and ethyl acetate to obtain 0.27 g (yield=73... The reactants are N([C@@H](C)C(=O)N[C@@H]([C@@H](C)CC)C(=O)NCC(=O)OC)C(=O)OCC1=CC=CC=C1 (Z-Ala-Ile-Gly-OMe). The reagents and catalysts are [Pd] (Pd on charcoal). The solvent is CO (methanol). The product is N[C@@H](C)C(=O)N[C@@H]([C@@H](C)CC)C(=O)NCC(=O)OC (H-Ala-Ile-Gly-OMe). RXN SMILES: [NH:1](C(OCC1C=CC=CC=1)=O)[C@H:2]([C:4]([NH:6][C@H:7]([C:12]([NH:14][CH2:15][C:16]([O:18][CH3:19])=[O:17])=[O:13])[C@H:8]([CH2:10][CH3:11])[CH3:9])=[O:5])[CH3:3]>CO.[Pd]>[NH2:1][C@H:2]([C:4]([NH:6][C@H:7]([C:12]([NH:14][CH2:15][C:16]([O:18][CH3:19])=[O:17])=[O:13])[C@H:8]([CH2:10][CH3:11])[CH3:9])=[O:5])[CH3:3]. Reported procedure: 2.0 g of Z-Ala-Ile-Gly-OMe are dissolved in 40 ml of methanol with gentle warming and then hydrogenated in the presence of 300 mg of Pd on charcoal (10%). After completion of the hydrogenation the catalyst is filtered off and the filtrate completely evaporated to dryness. The residue, which is homogeneous in a thin layer chromatogram, is immediately processed further. Reactants: Cc1[nH]c(=O)[nH]c(=O)c1Br, N#Cc1ccc(N2CCNCC2)cc1, O=C([O-])[O-], [F-], [K+], [K+], [K+], O. The product is Cc1[nH]c(=O)[nH]c(=O)c1N1CCN(c2ccc(C#N)cc2)CC1. Reaction SMILES: [Br:1][c:2]1[c:3](=[O:10])[nH:4][c:5](=[O:9])[nH:6][c:7]1[CH3:8].[C:11](#[N:12])[c:13]1[cH:14][cH:15][c:16]([N:19]2[CH2:20][CH2:21][NH:22][CH2:23][CH2:24]2)[cH:17][cH:18]1.[C:27](=[O:28])([O-:29])[O-:30].[F-:25].[K+:26].[K+:31].[K+:32].[OH2:33]>>[c:2]1([N:22]2[CH2:21][CH2:20][N:19]([c:16]3[cH:15][cH:14][c:13]([C:11]#[N:12])[cH:18][cH:17]3)[CH2:24][CH2:23]2)[c:3](=[O:10])[nH:4][c:5](=[O:9])[nH:6][c:7]1[CH3:8].